The task is: describe an organic reaction: reactants, conditions, products, and yield. This data is from the Open Reaction Database (ORD), a public repository of structured organic reaction records. Starting materials: C1(=CC=CC=C1)B(O)O (PhB(OH)2), [Zn](C)C (ZnMe2), ClC1=C(C=O)C=CC=C1 (2-chlorobenzaldehyde), CN([C@@H](C)C1=CC=CC=C1)[C@H](C1=C(C=CC2=CC=CC=C12)O)C1=CC=CC2=CC=CC=C12 (1-{(S)-[methyl-((S)-1-phenyl-ethyl)-amino]-naphthalen-1-yl-methyl}-naphthalen-2-ol), CN([C@@H](C)C1=CC=CC=C1)[C@H](C1=C(C=CC2=CC=CC=C12)O)C1=CC=CC2=CC=CC=C12 (1-{(S)-[methyl-((S)-1-phenyl-ethyl)-amino]-naphthalen-1-yl-methyl}-naphthalen-2-ol). Run in C1(=CC=CC=C1)C (toluene), C1(=CC=CC=C1)C (toluene), C1(=CC=CC=C1)C (toluene). Reaction conditions: temperature 50 celsius, time 8 hour. Product: ClC1=C(C=CC=C1)[C@H](O)C1=CC=CC=C1 ((R)-(2-chlorophenyl)phenylmethanol). Isolated yield 86.6%. As a reaction SMILES: [C:1]1(B(O)O)[CH:6]=[CH:5][CH:4]=[CH:3][CH:2]=1.[Zn](C)C.CN([C@@H](C1C2C(=CC=CC=2)C=CC=1)C1C2C(=CC=CC=2)C=CC=1O)[C@H](C1C=CC=CC=1)C.[Cl:45][C:46]1[CH:53]=[CH:52][CH:51]=[CH:50][C:47]=1[CH:48]=[O:49]>C1(C)C=CC=CC=1>[Cl:45][C:46]1[CH:53]=[CH:52][CH:51]=[CH:50][C:47]=1[C@@H:48]([C:1]1[CH:6]=[CH:5][CH:4]=[CH:3][CH:2]=1)[OH:49]. Procedure: PhB(OH)2 (122 mg, 1.0 mmol) and ZnMe2 (2.0 M solution in toluene, 1.6 mL)) is charged to a 10 mL flask under a nitrogin atmosphere. This mixture is heated to 50° C. and stirred for 8 h with a magnetic stirrer. Then the mixture is cooled to 0° C. and the title compound of Example 1, 1-{(S)-[methyl-((S)-1-phenyl-ethyl)-amino]-naphthalen-1-yl-methyl}-naphthalen-2-ol (16.7 mg, 0.04 mmol) in toluene (0.5 mL) and DiMPEG (100 mg, 0.05 mmol) in toluene (0.5 mL) are added. After stirring for additional 1... Reactants: C1(CCC1)OC=1C=C(C=CC1OC(F)F)C1=CC2=C(C=NNC2=O)N1COCC[Si](C)(C)C (2-(3-cyclobutoxy-4-difluoromethoxyphenyl)-1-(2-trimethylsilylethoxymethyl)-1,5-dihydropyrrolo[2,3-d]pyridazin-4-one), ClC1=C(N(C=2C=NNC(C21)=O)COCC[Si](C)(C)C)C2=CC(=C(C=C2)OC(F)F)OC2CC2 (3-chloro-2-(3-cyclopropoxy-4-difluoromethoxyphenyl)-1-(2-trimethylsilylethoxymethyl)-1,5-dihydropyrrolo[2,3-d]pyridazin-4-one), C(O)([O-])=O.[Na+] (sodium hydrogencarbonate). Reaction conditions: time 3 hour. Product: C1(CCC1)OC=1C=C(C=CC1OC(F)F)C1=CC2=C(C=NNC2=O)N1 (2-(3-Cyclobutoxy-4-difluoromethoxyphenyl)-1,5-dihydropyrrolo[2,3-d]pyridazin-4-one). Yield: 59.7%. As a reaction SMILES: [CH:1]1([O:5][C:6]2[CH:7]=[C:8]([C:16]3[N:25](COCC[Si](C)(C)C)[C:19]4[CH:20]=[N:21][NH:22][C:23](=[O:24])[C:18]=4[CH:17]=3)[CH:9]=[CH:10][C:11]=2[O:12][CH:13]([F:15])[F:14])[CH2:4][CH2:3][CH2:2]1.ClC1C2C(=O)NN=CC=2N(COCC[Si](C)(C)C)C=1C1C=CC(OC(F)F)=C(OC2CC2)C=1.C(=O)([O-])O.[Na+]>>[CH:1]1([O:5][C:6]2[CH:7]=[C:8]([C:16]3[NH:25][C:19]4[CH:20]=[N:21][NH:22][C:23](=[O:24])[C:18]=4[CH:17]=3)[CH:9]=[CH:10][C:11]=2[O:12][CH:13]([F:14])[F:15])[CH2:2][CH2:3][CH2:4]1 |f:2.3|. Reported procedure: Reaction was carried out in the same manner as in Example 2-(b) except for using 0.46 g (0.96 mmol) of 2-(3-cyclobutoxy-4-difluoromethoxyphenyl)-1-(2-trimethylsilylethoxymethyl)-1,5-dihydropyrrolo[2,3-d]pyridazin-4-one obtained in Example 31-(a) in place of 3-chloro-2-(3-cyclopropoxy-4-difluoromethoxyphenyl)-1-(2-trimethylsilylethoxymethyl)-1,5-dihydropyrrolo[2,3-d]pyridazin-4-one. After completion of the reaction, to the reaction mixture was added a saturated aqueous solution of sodium hydrogen...